Task: describe an organic reaction: reactants, conditions, products, and yield. Dataset: the Open Reaction Database (ORD), a public repository of structured organic reaction records Starting materials: CC1(C)OB(c2cccc(CBr)c2)OC1(C)C, C1CCOC1, CN1CCNCC1. The product is CN1CCN(Cc2cccc(B3OC(C)(C)C(C)(C)O3)c2)CC1. RXN SMILES: [Br:1][CH2:2][c:3]1[cH:4][c:5]([B:9]2[O:10][C:11]([CH3:16])([CH3:17])[C:12]([CH3:14])([CH3:15])[O:13]2)[cH:6][cH:7][cH:8]1.[CH2:25]1[O:26][CH2:27][CH2:28][CH2:29]1.[CH3:18][N:19]1[CH2:20][CH2:21][NH:22][CH2:23][CH2:24]1>>[CH2:2]([c:3]1[cH:4][c:5]([B:9]2[O:10][C:11]([CH3:16])([CH3:17])[C:12]([CH3:14])([CH3:15])[O:13]2)[cH:6][cH:7][cH:8]1)[N:22]1[CH2:21][CH2:20][N:19]([CH3:18])[CH2:24][CH2:23]1.